Task: describe an organic reaction: reactants, conditions, products, and yield. Dataset: the Open Reaction Database (ORD), a public repository of structured organic reaction records Starting materials: CCOC(C)=O, COc1cc(CCN2CCOCC2)c(F)cc1[N+](=O)[O-]. The product is COc1cc(CCN2CCOCC2)c(F)cc1N. RXN SMILES: [CH3:21][CH2:22][O:23][C:24]([CH3:25])=[O:26].[F:1][c:2]1[c:3]([CH2:13][CH2:14][N:15]2[CH2:16][CH2:17][O:18][CH2:19][CH2:20]2)[cH:4][c:5]([O:11][CH3:12])[c:6]([N+:8]([O-:9])=[O:10])[cH:7]1>>[F:1][c:2]1[c:3]([CH2:13][CH2:14][N:15]2[CH2:16][CH2:17][O:18][CH2:19][CH2:20]2)[cH:4][c:5]([O:11][CH3:12])[c:6]([NH2:8])[cH:7]1.